This data is from the Open Reaction Database (ORD), a public repository of structured organic reaction records. The task is: describe an organic reaction: reactants, conditions, products, and yield Starting materials: ClCCl, Ic1cncnc1Oc1ccc(Nc2nnc(-c3ccccc3)c3ccccc23)cc1, [Na+], [Na+], O=C([O-])[O-], C1COCCO1, O, OB(O)c1ccncc1. The product is c1ccc(-c2nnc(Nc3ccc(Oc4ncncc4-c4ccncc4)cc3)c3ccccc23)cc1. RXN SMILES: [Cl:53][CH2:54][Cl:55].[I:10][c:11]1[c:12]([O:17][c:18]2[cH:19][cH:20][c:21]([NH:24][c:25]3[n:26][n:27][c:28](-[c:35]4[cH:36][cH:37][cH:38][cH:39][cH:40]4)[c:29]4[cH:30][cH:31][cH:32][cH:33][c:34]34)[cH:22][cH:23]2)[n:13][cH:14][n:15][cH:16]1.[Na+:41].[Na+:42].[O-:43][C:44](=[O:45])[O-:46].[O:47]1[CH2:48][CH2:49][O:50][CH2:51][CH2:52]1.[OH2:56].[n:1]1[cH:2][cH:3][c:4]([B:7]([OH:8])[OH:9])[cH:5][cH:6]1>>[n:1]1[cH:2][cH:3][c:4](-[c:11]2[c:12]([O:17][c:18]3[cH:19][cH:20][c:21]([NH:24][c:25]4[n:26][n:27][c:28](-[c:35]5[cH:36][cH:37][cH:38][cH:39][cH:40]5)[c:29]5[cH:30][cH:31][cH:32][cH:33][c:34]45)[cH:22][cH:23]3)[n:13][cH:14][n:15][cH:16]2)[cH:5][cH:6]1. The reactants are CC(C)O, O=C1Nc2cnc(Cl)nc2N(C2CCCC2)CC1(F)F, CN1CCC(NC(=O)c2ccc(N)cc2)CC1, O, Cc1ccc(S(=O)(=O)O)cc1. Yields the product CN1CCC(NC(=O)c2ccc(Nc3ncc4c(n3)N(C3CCCC3)CC(F)(F)C(=O)N4)cc2)CC1. RXN SMILES: [CH3:50][CH:51]([OH:52])[CH3:53].[Cl:1][c:2]1[n:3][cH:4][c:5]2[c:6]([n:20]1)[N:7]([CH:15]1[CH2:16][CH2:17][CH2:18][CH2:19]1)[CH2:8][C:9]([F:13])([F:14])[C:10](=[O:12])[NH:11]2.[NH2:21][c:22]1[cH:23][cH:24][c:25]([C:26](=[O:27])[NH:28][CH:29]2[CH2:30][CH2:31][N:32]([CH3:35])[CH2:33][CH2:34]2)[cH:36][cH:37]1.[OH2:38].[c:39]1([CH3:40])[cH:41][cH:42][c:43]([S:44]([OH:45])(=[O:46])=[O:47])[cH:48][cH:49]1>>[c:2]1([NH:21][c:22]2[cH:23][cH:24][c:25]([C:26](=[O:27])[NH:28][CH:29]3[CH2:30][CH2:31][N:32]([CH3:35])[CH2:33][CH2:34]3)[cH:36][cH:37]2)[n:3][cH:4][c:5]2[c:6]([n:20]1)[N:7]([CH:15]1[CH2:16][CH2:17][CH2:18][CH2:19]1)[CH2:8][C:9]([F:13])([F:14])[C:10](=[O:12])[NH:11]2. The reactants are CO, CS(=O)c1ccc(C(CC2CCCC2=O)C(=O)O)cc1Cl, [K+], O=[Mn](=O)(=O)[O-], O. Yields the product CS(=O)(=O)c1ccc(C(CC2CCCC2=O)C(=O)O)cc1Cl. Reaction SMILES: [CH3:29][OH:30].[Cl:7][c:8]1[cH:9][c:10]([CH:17]([C:18](=[O:19])[OH:20])[CH2:21][CH:22]2[C:23](=[O:27])[CH2:24][CH2:25][CH2:26]2)[cH:11][cH:12][c:13]1[S:14](=[O:15])[CH3:16].[K+:6].[Mn:1](=[O:2])([O-:3])(=[O:4])=[O:5].[OH2:28]>>[O:2]=[S:14]([c:13]1[c:8]([Cl:7])[cH:9][c:10]([CH:17]([C:18](=[O:19])[OH:20])[CH2:21][CH:22]2[C:23](=[O:27])[CH2:24][CH2:25][CH2:26]2)[cH:11][cH:12]1)(=[O:15])[CH3:16]. The reactants are N#Cc1c[nH]c(C(=O)Nc2ccc(C3CCNCC3)cc2C2=CCCCC2)n1, CCN(C(C)C)C(C)C, ClCCl, O=C(O)C(F)(F)F, [K], O=C(O)CN1CCOCC1. Product: N#Cc1c[nH]c(C(=O)Nc2ccc(C3CCN(C(=O)CN4CCOCC4)CC3)cc2C2=CCCCC2)n1. Reaction SMILES: [C:19]1([c:25]2[c:26]([NH:37][C:38](=[O:39])[c:40]3[nH:41][cH:42][c:43]([C:45]#[N:46])[n:44]3)[cH:27][cH:28][c:29]([CH:31]3[CH2:32][CH2:33][NH:34][CH2:35][CH2:36]3)[cH:30]2)=[CH:20][CH2:21][CH2:22][CH2:23][CH2:24]1.[CH:47]([N:48]([CH2:49][CH3:50])[CH:51]([CH3:52])[CH3:53])([CH3:54])[CH3:55].[Cl:56][CH2:57][Cl:58].[F:12][C:13]([F:14])([F:15])[C:16]([OH:17])=[O:18].[K:1].[O:2]1[CH2:3][CH2:4][N:5]([CH2:8][C:9](=[O:10])[OH:11])[CH2:6][CH2:7]1>>[O:2]1[CH2:3][CH2:4][N:5]([CH2:8][C:9](=[O:11])[N:34]2[CH2:33][CH2:32][CH:31]([c:29]3[cH:28][cH:27][c:26]([NH:37][C:38](=[O:39])[c:40]4[nH:41][cH:42][c:43]([C:45]#[N:46])[n:44]4)[c:25]([C:19]4=[CH:20][CH2:21][CH2:22][CH2:23][CH2:24]4)[cH:30]3)[CH2:36][CH2:35]2)[CH2:6][CH2:7]1. Starting materials: Clc1ccccc1Cl, Fc1ccccc1, O=C(Cl)c1ccc(F)cc1. Yields the product O=C(c1ccc(F)cc1)c1ccc(F)cc1. Reaction SMILES: [Cl:18][c:19]1[cH:20][cH:21][cH:22][cH:23][c:24]1[Cl:25].[F:11][c:12]1[cH:13][cH:14][cH:15][cH:16][cH:17]1.[F:1][c:2]1[cH:3][cH:4][c:5]([C:6](=[O:7])[Cl:8])[cH:9][cH:10]1>>[F:1][c:2]1[cH:3][cH:4][c:5]([C:6](=[O:7])[c:15]2[cH:14][cH:13][c:12]([F:11])[cH:17][cH:16]2)[cH:9][cH:10]1. The reactants are O=[N+]([O-])O, O=[N+]([O-])c1ccc(O)c([N+](=O)[O-])c1O, O=S(=O)(O)O. Yields the product O=[N+]([O-])c1cc([N+](=O)[O-])c(O)c([N+](=O)[O-])c1O. RXN SMILES: [N+:15](=[O:16])([OH:17])[O-:18].[N+:1](=[O:2])([O-:3])[c:4]1[c:5]([OH:6])[cH:7][cH:8][c:9]([N+:12](=[O:13])[O-:14])[c:10]1[OH:11].[S:19](=[O:20])(=[O:21])([OH:22])[OH:23]>>[N+:1](=[O:2])([O-:3])[c:4]1[c:5]([OH:6])[c:7]([N+:15](=[O:16])[O-:17])[cH:8][c:9]([N+:12](=[O:13])[O-:14])[c:10]1[OH:11]. The reactants are O1C2=C(OCC1)C=C(C=C2)C(C(=O)NN)OC (2-(2,3-dihydrobenzo[b][1,4]dioxin-6-yl)-2-methoxyacetohydrazide), crude product, COC=1C=C(C=O)C=C(C1OC)OC (3,4,5-trimethoxy-benzaldehyde). The reagents and catalysts are C(C)(=O)O (acetic acid). The solvent is CCOCC (Et2O), C(C)O (ethanol). Yields the product O1C2=C(OCC1)C=C(C=C2)C(C(=O)N/N=C/C2=CC(=C(C(=C2)OC)OC)OC)OC ((E)-2-(2,3-Dihydrobenzo[b][1,4]dioxin-6-yl)-2-methoxy-N′-(3,4,5-trimethoxybenzylidene)acetohydrazide). As a reaction SMILES: [O:1]1[CH2:6][CH2:5][O:4][C:3]2[CH:7]=[C:8]([CH:11]([O:16][CH3:17])[C:12]([NH:14][NH2:15])=[O:13])[CH:9]=[CH:10][C:2]1=2.[CH3:18][O:19][C:20]1[CH:21]=[C:22]([CH:25]=[C:26]([O:30][CH3:31])[C:27]=1[O:28][CH3:29])[CH:23]=O>C(O)C.C(O)(=O)C.CCOCC>[O:1]1[CH2:6][CH2:5][O:4][C:3]2[CH:7]=[C:8]([CH:11]([O:16][CH3:17])[C:12]([NH:14]/[N:15]=[CH:23]/[C:22]3[CH:25]=[C:26]([O:30][CH3:31])[C:27]([O:28][CH3:29])=[C:20]([O:19][CH3:18])[CH:21]=3)=[O:13])[CH:9]=[CH:10][C:2]1=2. Procedure details: In a round-bottom glass flask equipped with a magnetic stir bar 2-(2,3-dihydrobenzo[b][1,4]dioxin-6-yl)-2-methoxyacetohydrazide (1 eq., 1.1 mmol; 260 mg) was dissolved in ethanol (10 mL) at room temperature. To this well stirred solution, acetic acid (˜3 drops) and 3,4,5-trimethoxy-benzaldehyde (1.2 eq, 1.3 mmol; 260 mg) were added, and the reaction mixture was heated for 12 hours. The mixture was then cooled and the crude product was diluted with Et2O and filtered and the solid was washed thoro...